This data is from the Open Reaction Database (ORD), a public repository of structured organic reaction records. The task is: describe an organic reaction: reactants, conditions, products, and yield The reactants are CN(C)C(=O)Cl, CCN(C(C)C)C(C)C, Cl, CN(C)C=O, Nc1nccn2c(C3CCNCC3)nc(-c3cc4ccccc4[nH]3)c12. The product is CN(C)C(=O)N1CCC(c2nc(-c3cc4ccccc4[nH]3)c3c(N)nccn23)CC1. RXN SMILES: [CH3:36][N:37]([C:38](=[O:39])[Cl:40])[CH3:41].[CH:27]([N:28]([CH2:29][CH3:30])[CH:31]([CH3:32])[CH3:33])([CH3:34])[CH3:35].[ClH:1].[O:42]=[CH:43][N:44]([CH3:45])[CH3:46].[nH:2]1[c:3](-[c:11]2[n:12][c:13]([CH:21]3[CH2:22][CH2:23][NH:24][CH2:25][CH2:26]3)[n:14]3[c:15]2[c:16]([NH2:20])[n:17][cH:18][cH:19]3)[cH:4][c:5]2[cH:6][cH:7][cH:8][cH:9][c:10]12>>[nH:2]1[c:3](-[c:11]2[n:12][c:13]([CH:21]3[CH2:22][CH2:23][N:24]([C:38]([N:37]([CH3:36])[CH3:41])=[O:39])[CH2:25][CH2:26]3)[n:14]3[c:15]2[c:16]([NH2:20])[n:17][cH:18][cH:19]3)[cH:4][c:5]2[cH:6][cH:7][cH:8][cH:9][c:10]12. Starting materials: [N+](=O)([O-])C1=CC=C(OCC(COC2=CC=C(C=C2)[N+](=O)[O-])(CCC)C)C=C1 (1,3-bis-(4-nitrophenoxy)-2-methyl-2-propylpropane). The reagents and catalysts are [Ni] (Raney nickel). Solvent: CN(C)C=O (DMF). Yields the product NC1=CC=C(OCC(COC2=CC=C(C=C2)N)(CCC)C)C=C1 (1,3-bis-(4-aminophenoxy)-2-methyl-2-propylpropane). As a reaction SMILES: [N+:1]([C:4]1[CH:27]=[CH:26][C:7]([O:8][CH2:9][C:10]([CH3:25])([CH2:22][CH2:23][CH3:24])[CH2:11][O:12][C:13]2[CH:18]=[CH:17][C:16]([N+:19]([O-])=O)=[CH:15][CH:14]=2)=[CH:6][CH:5]=1)([O-])=O>CN(C=O)C.[Ni]>[NH2:19][C:16]1[CH:15]=[CH:14][C:13]([O:12][CH2:11][C:10]([CH3:25])([CH2:22][CH2:23][CH3:24])[CH2:9][O:8][C:7]2[CH:26]=[CH:27][C:4]([NH2:1])=[CH:5][CH:6]=2)=[CH:18][CH:17]=1. Procedure details: 300 g 1,3-bis-(4-nitrophenoxy)-2-methyl-2-propylpropane were hydrogenated as in Example 10 in 1500 ml DMF in the presence of 46 g Raney nickel. The crude product was recrystallized from toluene. Reactants: FC(C(=O)O)(F)F.C(Cl)Cl (trifluoroacetic acid CH2Cl2), C(=O)(OC(C)(C)C)N1CC(CC1)(C#C)O (rac-N-Boc-3-hydroxy-3-ethynyl-pyrrolidine), FC=1C(=C2/C(/C(NC2=CC1)=O)=C/C=1NC=CC1OC)I ((Z)-1,3-dihydro-5-fluoro-4-iodo-3-[(3-methoxy-1H-pyrrol-2-yl)methylene]-2H-indol-2-one), FC=1C(=C2/C(/C(NC2=CC1)=O)=C/C=1NC=CC1OC)I ((Z)-1,3-dihydro-5-fluoro-4-iodo-3-[(3-methoxy-1H-pyrrol-2-yl)methylene]-2H-indol-2-one). The reagents and catalysts are O (water), C=1C=CC(=CC1)[P](C=2C=CC=CC2)(C=3C=CC=CC3)[Pd]([P](C=4C=CC=CC4)(C=5C=CC=CC5)C=6C=CC=CC6)([P](C=7C=CC=CC7)(C=8C=CC=CC8)C=9C=CC=CC9)[P](C=1C=CC=CC1)(C=1C=CC=CC1)C=1C=CC=CC1 ((Ph3P)4Pd). Solvent: C(Cl)Cl (CH2Cl2), CCN(CC)CC (Et3N), CN(C)C=O (DMF). Run at temperature 0 celsius, time 1.5 hour. Product: Cl.FC=1C(=C2/C(/C(NC2=CC1)=O)=C/C=1NC=CC1OC)C#CC1(CNCC1)O (rac-(Z)-1,3-Dihydro-5-fluoro-4-[(3-hydroxy-pyrrolidin-3-yl)ethynyl]-3-[(3-methoxy-1H-pyrrol-2-yl)methylene]-2H-indol-2-one hydrochloride salt). As a reaction SMILES: C([N:8]1[CH2:12][CH2:11][C:10]([OH:15])([C:13]#[CH:14])[CH2:9]1)(OC(C)(C)C)=O.[F:16][C:17]1[C:18](I)=[C:19]2[C:23](=[CH:24][CH:25]=1)[NH:22][C:21](=[O:26])/[C:20]/2=[CH:27]\[C:28]1[NH:29][CH:30]=[CH:31][C:32]=1[O:33][CH3:34].FC(F)(F)C(O)=O.C(Cl)[Cl:44]>C1C=CC([P]([Pd]([P](C2C=CC=CC=2)(C2C=CC=CC=2)C2C=CC=CC=2)([P](C2C=CC=CC=2)(C2C=CC=CC=2)C2C=CC=CC=2)[P](C2C=CC=CC=2)(C2C=CC=CC=2)C2C=CC=CC=2)(C2C=CC=CC=2)C2C=CC=CC=2)=CC=1.CN(C=O)C.CCN(CC)CC.C(Cl)Cl.O>[ClH:44].[F:16][C:17]1[C:18]([C:14]#[C:13][C:10]2([OH:15])[CH2:11][CH2:12][NH:8][CH2:9]2)=[C:19]2[C:23](=[CH:24][CH:25]=1)[NH:22][C:21](=[O:26])/[C:20]/2=[CH:27]\[C:28]1[NH:29][CH:30]=[CH:31][C:32]=1[O:33][CH3:34] |f:2.3,9.10,^1:49,51,70,89|. Procedure: Using Method C above, rac-N-boc-3-hydroxy-3-ethynyl-pyrrolidine (70.7 mg, 0.33 mmol) (see Example 97B) was coupled with (Z)-1,3-dihydro-5-fluoro-4-iodo-3-[(3-methoxy-1H-pyrrol-2-yl)methylene]-2H-indol-2-one (0.10 g, 0.26 mmol) (Starting Material 6) using (Ph3P)4Pd (31 mg) and Cul (6.0 mg) as catalyst in DMF (5 mL) and Et3N (5 mL) as solvent at 85° C. for 1 day. To the resulting compound in CH2Cl2 (5 mL) was added a 1:1 mixture of trifluoroacetic acid/CH2Cl2 (5 mL) and 2 drops of water at 0° C. a... Reactants: CCOC(=O)C(C)(C)Br, O=C([O-])[O-], Oc1ccc(OCc2ccccc2)cc1C(O)c1ccccc1, [Cs+], [Cs+], CN(C)C=O. The product is CCOC(=O)C(C)(C)Oc1ccc(OCc2ccccc2)cc1C(O)c1ccccc1. As a reaction SMILES: [Br:30][C:31]([C:32](=[O:33])[O:34][CH2:35][CH3:36])([CH3:37])[CH3:38].[C:24](=[O:25])([O-:26])[O-:27].[CH2:1]([c:2]1[cH:3][cH:4][cH:5][cH:6][cH:7]1)[O:8][c:9]1[cH:10][c:11]([CH:16]([c:17]2[cH:18][cH:19][cH:20][cH:21][cH:22]2)[OH:23])[c:12]([OH:15])[cH:13][cH:14]1.[Cs+:28].[Cs+:29].[O:39]=[CH:40][N:41]([CH3:42])[CH3:43]>>[CH2:1]([c:2]1[cH:3][cH:4][cH:5][cH:6][cH:7]1)[O:8][c:9]1[cH:10][c:11]([CH:16]([c:17]2[cH:18][cH:19][cH:20][cH:21][cH:22]2)[OH:23])[c:12]([O:15][C:31]([C:32](=[O:33])[O:34][CH2:35][CH3:36])([CH3:37])[CH3:38])[cH:13][cH:14]1. Reactants: O.NN (Hydrazine hydrate), BrC=1C=C(C(=NC1)CCCCNC1=NC=C(C=C1[N+](=O)[O-])CC=1C=NC=CC1)C (2-[4-(5-bromo-3-methylpyrid-2-yl)butylamino]-3-nitro-5-(pyrid-3-ylmethyl)pyridine). The reagents and catalysts are [Ni] (Raney Nickel). The solvent is CO (methanol), CO (methanol). Conditions: time 20 minute. Yields the product NC=1C(=NC=C(C1)CC=1C=NC=CC1)NCCCCC1=NC=C(C=C1C)Br (3-Amino-2-[4-(5-bromo-3-methylpyrid-2-yl)butylamino]-5-(pyrid-3-ylmethyl)pyridine). The yield is 62.6%. Reaction SMILES: O.NN.[Br:4][C:5]1[CH:6]=[C:7]([CH3:32])[C:8]([CH2:11][CH2:12][CH2:13][CH2:14][NH:15][C:16]2[C:21]([N+:22]([O-])=O)=[CH:20][C:19]([CH2:25][C:26]3[CH:27]=[N:28][CH:29]=[CH:30][CH:31]=3)=[CH:18][N:17]=2)=[N:9][CH:10]=1>CO.[Ni]>[NH2:22][C:21]1[C:16]([NH:15][CH2:14][CH2:13][CH2:12][CH2:11][C:8]2[C:7]([CH3:32])=[CH:6][C:5]([Br:4])=[CH:10][N:9]=2)=[N:17][CH:18]=[C:19]([CH2:25][C:26]2[CH:27]=[N:28][CH:29]=[CH:30][CH:31]=2)[CH:20]=1 |f:0.1|. Reported procedure: Hydrazine hydrate (5 ml) in methanol (25 ml) was added with stirring over 20 minutes to a cooled (10° C.) solution of 2-[4-(5-bromo-3-methylpyrid-2-yl)butylamino]-3-nitro-5-(pyrid-3-ylmethyl)pyridine (4.75 g) in methanol (250 ml) containing Raney Nickel (ca. 3 g). The solution was stirred for a further 30 minutes, the catalyst was removed by filtration and the filtrate was concentrated to dryness in vacuo. The residue was chromatographed on silica eluted with 5% v/v methanol in chloroform and th...